From a dataset of the Open Reaction Database (ORD), a public repository of structured organic reaction records. describe an organic reaction: reactants, conditions, products, and yield Starting materials: BrC=1C=CC(=C(CNC2=CC=C(C(=O)OC)C=C2)C1)CCC1=CC=CC=C1 (Methyl 4-[N-(5-bromo-2-(phenethyl)benzyl)amino]benzoate), [OH-].[Na+] (NaOH). Solvent: CO (methanol), C1CCOC1 (THF). Product: BrC=1C=CC(=C(CNC2=CC=C(C(=O)O)C=C2)C1)CCC1=CC=CC=C1 (4-[N-(5-Bromo-2-(phenethyl)benzyl)amino]benzoic acid). Isolated yield 95.1%. RXN SMILES: [Br:1][C:2]1[CH:3]=[CH:4][C:5]([CH2:20][CH2:21][C:22]2[CH:27]=[CH:26][CH:25]=[CH:24][CH:23]=2)=[C:6]([CH:19]=1)[CH2:7][NH:8][C:9]1[CH:18]=[CH:17][C:12]([C:13]([O:15]C)=[O:14])=[CH:11][CH:10]=1.[OH-].[Na+]>CO.C1COCC1>[Br:1][C:2]1[CH:3]=[CH:4][C:5]([CH2:20][CH2:21][C:22]2[CH:23]=[CH:24][CH:25]=[CH:26][CH:27]=2)=[C:6]([CH:19]=1)[CH2:7][NH:8][C:9]1[CH:10]=[CH:11][C:12]([C:13]([OH:15])=[O:14])=[CH:17][CH:18]=1 |f:1.2|. Procedure: Methyl 4-[N-(5-bromo-2-(phenethyl)benzyl)amino]benzoate (0.25 g) and 2N aqueous NaOH (5 ml) were heated at reflux in a mixture of methanol (5 ml) and THF (5 ml) for 2 hours. The organic solvents were evaporated, the residue acidified with 2N HCl and extracted with ethyl acetate. The extracts were washed with brine, dried (MgSO4), filtered and evaporated. The residue was purified by crystallisation from diethyl ether and hexane to give the title compound (0.23 g; mpt 132°-134° C.). The reactants are S(O)(O)(=O)=O (sulfuric acid), NC1=CC(=C(C(=O)N[C@@H]2[C@@H](CN(CC2)CC2=CC=C(C=C2)F)OC)C=C1C#N)OC (cis-4-amino-5-cyano-N-[1-[(4-fluorophenyl)methyl]-3-methoxy-4-piperidinyl]-2-methoxybenzamide), [OH-].[NH4+] (ammonium hydroxide). Run at time 7 hour. Yields the product NC1=C(C=C(C(=C1)OC)C(=O)N[C@@H]1[C@@H](CN(CC1)CC1=CC=C(C=C1)F)OC)C(=O)N (cis-4-amino-N1 -[1-[(4-fluorophenyl)methyl]-3-methoxy-4-piperidinyl] -6-methoxy-1,3-benzenedicarboxamide). Reaction SMILES: S(=O)(=O)(O)O.[NH2:6][C:7]1[C:31]([C:32]#[N:33])=[CH:30][C:10]([C:11]([NH:13][C@H:14]2[CH2:19][CH2:18][N:17]([CH2:20][C:21]3[CH:26]=[CH:25][C:24]([F:27])=[CH:23][CH:22]=3)[CH2:16][C@H:15]2[O:28][CH3:29])=[O:12])=[C:9]([O:34][CH3:35])[CH:8]=1.[OH-:36].[NH4+]>>[NH2:6][C:7]1[CH:8]=[C:9]([O:34][CH3:35])[C:10]([C:11]([NH:13][C@H:14]2[CH2:19][CH2:18][N:17]([CH2:20][C:21]3[CH:22]=[CH:23][C:24]([F:27])=[CH:25][CH:26]=3)[CH2:16][C@H:15]2[O:28][CH3:29])=[O:12])=[CH:30][C:31]=1[C:32]([NH2:33])=[O:36] |f:2.3|. Procedure: To 65 parts of a sulfuric acid solution 96% were added portionwise (slowly) 3.6 parts of cis-4-amino-5-cyano-N-[1-[(4-fluorophenyl)methyl]-3-methoxy-4-piperidinyl]-2-methoxybenzamide while cooling in an ice-bath. The reaction mixture was allowed to reach room temperature and stirring was continued for 7 hours at room temperature. The reaction mixture was poured onto crushed ice and the whole was alkalized with ammonium hydroxide. The product was extracted with trichloromethane. The extract was w... The reactants are CCOC(=O)CCn1c(C)cnc(O)c1=O, ClC(Cl)Cl, ClCCl, N#N, [NH4+], [OH-], O, O=P(Br)(Br)Br. Product: CCOC(=O)CCn1c(C)cnc(Br)c1=O. As a reaction SMILES: [CH3:1][CH2:2][O:3][C:4](=[O:5])[CH2:6][CH2:7][n:8]1[c:9](=[O:16])[c:10]([OH:15])[n:11][cH:12][c:13]1[CH3:14].[CH:29]([Cl:30])([Cl:31])[Cl:32].[Cl:26][CH2:27][Cl:28].[N:22]#[N:23].[NH4+:24].[OH-:25].[OH2:33].[P:17]([Br:18])([Br:19])([Br:20])=[O:21]>>[CH3:1][CH2:2][O:3][C:4](=[O:5])[CH2:6][CH2:7][n:8]1[c:9](=[O:16])[c:10]([Br:19])[n:11][cH:12][c:13]1[CH3:14]. The reactants are C(C1=CC=CC=C1)(=O)C1=CC=C(C(=O)N2CC3=C(CC2)C=CO3)C=C1 (6-(4-benzoylbenzoyl)-4,5,6,7-tetrahydrofuro[2,3-c]pyridine), C(C)NCC (diethylamine), C=O (formaldehyde). Solvent: C(C)(=O)O (acetic acid). Run at temperature 100 celsius, time 1 hour. Yields the product C(C)N(CC)CC1=CC2=C(CN(CC2)C(C2=CC=C(C=C2)C(C2=CC=CC=C2)=O)=O)O1 (N,N-diethyl-[6-(4-benzoylbenzoyl)-4,5,6,7-tetrahydrofuro[2,3-c]pyridin-2-ylmethyl]amine). Reaction SMILES: [C:1]([C:9]1[CH:25]=[CH:24][C:12]([C:13]([N:15]2[CH2:20][CH2:19][C:18]3[CH:21]=[CH:22][O:23][C:17]=3[CH2:16]2)=[O:14])=[CH:11][CH:10]=1)(=[O:8])[C:2]1[CH:7]=[CH:6][CH:5]=[CH:4][CH:3]=1.[CH2:26]([NH:28][CH2:29][CH3:30])[CH3:27].[CH2:31]=O>C(O)(=O)C>[CH2:26]([N:28]([CH2:31][C:22]1[O:23][C:17]2[CH2:16][N:15]([C:13](=[O:14])[C:12]3[CH:11]=[CH:10][C:9]([C:1](=[O:8])[C:2]4[CH:3]=[CH:4][CH:5]=[CH:6][CH:7]=4)=[CH:25][CH:24]=3)[CH2:20][CH2:19][C:18]=2[CH:21]=1)[CH2:29][CH3:30])[CH3:27]. Reported procedure: To a solution of 0.527 g (1.590 mmol) of 6-(4-benzoylbenzoyl)-4,5,6,7-tetrahydrofuro[2,3-c]pyridine in 20 ml of acetic acid, 0.20 ml (1.9 mmol) of diethylamine and 0.15 g (1.9 mmol) of 37% aqueous formaldehyde were added, followed by stirring at 100° C. for 1 hour. After the solvent was distilled off under reduced pressure, the residual solution was alkalified with aqueous sodium hydroxide and extracted with dichloromethane 3 times. The combined organic layer was dried over anhydrous magnesium s... Reactants: [OH-].[Na+] (sodium hydroxide), FC(C(F)(F)F)(F)P(C(C(F)(F)F)(F)F)C(C(F)(F)F)(F)F (tris(pentafluoroethyl)phosphine), Br (HBr). Run in C(C)OCC (diethyl ether). Reaction conditions: time 15 minute. The product is FC(C(F)(F)F)(F)P(O)C(C(F)(F)F)(F)F (Bis(pentafluoroethyl)phosphinous acid). Reaction SMILES: [OH-:1].[Na+].[F:3][C:4]([P:10](C(F)(F)C(F)(F)F)[C:11]([F:17])([F:16])[C:12]([F:15])([F:14])[F:13])([F:9])[C:5]([F:8])([F:7])[F:6].Br>C(OCC)C>[F:3][C:4]([P:10]([C:11]([F:17])([F:16])[C:12]([F:15])([F:14])[F:13])[OH:1])([F:9])[C:5]([F:8])([F:7])[F:6] |f:0.1|. Procedure: 29 mmol of a 1.5 molar aqueous sodium hydroxide solution are added to a solution of 5.2 g (13.3 mmol) of tris(pentafluoroethyl)phosphine in 50 ml of diethyl ether, and the mixture is stirred at room temperature for 15 minutes. After removal of the aqueous phase, 50 ml of 1,6-dibromohexane are added, and all volatile constituents are removed overnight in vacuo. The reaction mixture is reacted with 13 mmol of HBr, and the product is separated off from the reaction mixture by means of fractional co... Procedure details: By carrying out the operation analogously to example 3, starting from 4-iodophenyl 2,3,4-tri-O-acetyl-5-thio-β-D-xylopyranoside, obtained according to preparation II, and 4-pyridineboronic acid, the expected product is obtained in the form of a cream powder with a yield of 78%. Reactants: C(C)(=O)O[C@H]1[C@H](OC2=CC=C(C=C2)I)SC[C@H]([C@@H]1OC(C)=O)OC(C)=O (4-iodophenyl 2,3,4-tri-O-acetyl-5-thio-β-D-xylopyranoside), II, N1=CC=C(C=C1)B(O)O (4-pyridineboronic acid). Yields the product C(C)(=O)O[C@H]1[C@H](OC2=CC=C(C=C2)C2=CC=NC=C2)SC[C@H]([C@@H]1OC(C)=O)OC(C)=O (4-(4-Pyridinyl)phenyl 2,3,4-tri-O-acetyl-5-thio-β-D-xylopyranoside). As a reaction SMILES: [C:1]([O:4][C@@H:5]1[C@@H:18]([O:19][C:20](=[O:22])[CH3:21])[C@H:17]([O:23][C:24](=[O:26])[CH3:25])[CH2:16][S:15][C@H:6]1[O:7][C:8]1[CH:13]=[CH:12][C:11](I)=[CH:10][CH:9]=1)(=[O:3])[CH3:2].[N:27]1[CH:32]=[CH:31][C:30](B(O)O)=[CH:29][CH:28]=1>>[C:1]([O:4][C@@H:5]1[C@@H:18]([O:19][C:20](=[O:22])[CH3:21])[C@H:17]([O:23][C:24](=[O:26])[CH3:25])[CH2:16][S:15][C@H:6]1[O:7][C:8]1[CH:13]=[CH:12][C:11]([C:30]2[CH:31]=[CH:32][N:27]=[CH:28][CH:29]=2)=[CH:10][CH:9]=1)(=[O:3])[CH3:2]. The yield is 78.0%.